From a dataset of the Open Reaction Database (ORD), a public repository of structured organic reaction records. describe an organic reaction: reactants, conditions, products, and yield Reactants: CO, CC(C)(Oc1ccc(Cl)cc1)C(=O)O, [K+], C1COCCO1, [OH-], O. The product is CC(C)(Oc1ccccc1)C(=O)O. As a reaction SMILES: [CH3:17][OH:18].[Cl:1][c:2]1[cH:3][cH:4][c:5]([O:6][C:7]([C:8](=[O:9])[OH:10])([CH3:11])[CH3:12])[cH:13][cH:14]1.[K+:16].[O:19]1[CH2:20][CH2:21][O:22][CH2:23][CH2:24]1.[OH-:15].[OH2:25]>>[cH:2]1[cH:3][cH:4][c:5]([O:6][C:7]([C:8](=[O:9])[OH:10])([CH3:11])[CH3:12])[cH:13][cH:14]1. Reactants: C(C)(C)(C)OC(=O)NCC1CC2=CC(=CC=C2CC1)C=CC(=O)OCC (2-tertbutoxycarbonylaminomethyl-7-(2-ethoxycarbonyl)vinyl-tetraline), Cl (hydrogen chloride). Solvent: C(C)O (ethanol). Yields the product Cl.NCC1CC2=CC(=CC=C2CC1)C=CC(=O)OCC (2-aminomethyl-7-(2-ethoxycarbonyl)vinyl-tetraline hydrochloride). As a reaction SMILES: C(OC([NH:8][CH2:9][CH:10]1[CH2:19][CH2:18][C:17]2[C:12](=[CH:13][C:14]([CH:20]=[CH:21][C:22]([O:24][CH2:25][CH3:26])=[O:23])=[CH:15][CH:16]=2)[CH2:11]1)=O)(C)(C)C.[ClH:27]>C(O)C>[ClH:27].[NH2:8][CH2:9][CH:10]1[CH2:19][CH2:18][C:17]2[C:12](=[CH:13][C:14]([CH:20]=[CH:21][C:22]([O:24][CH2:25][CH3:26])=[O:23])=[CH:15][CH:16]=2)[CH2:11]1 |f:3.4|. Procedure: A solution of the compound obtained in step d) above (0.7 g, 0.002 mol) in absolute ethanol (40 ml) is allowed to react at room temperature for 4 hours with a solution of hydrogen chloride saturated ethanol (10 ml). Reactants: CCn1nc(-c2ccccc2)c(C(C)=O)c([N+](=O)[O-])c1=O, CCO, Nc1cccnc1. Yields the product CCn1nc(-c2ccccc2)c(C(C)=O)c(Nc2cccnc2)c1=O. Reaction SMILES: [C:1]([CH3:2])(=[O:3])[c:4]1[c:5]([N+:19]([O-:20])=[O:21])[c:6](=[O:18])[n:7]([CH2:16][CH3:17])[n:8][c:9]1-[c:10]1[cH:11][cH:12][cH:13][cH:14][cH:15]1.[CH3:29][CH2:30][OH:31].[NH2:22][c:23]1[cH:24][n:25][cH:26][cH:27][cH:28]1>>[C:1]([CH3:2])(=[O:3])[c:4]1[c:5]([NH:19][c:23]2[cH:24][n:25][cH:26][cH:27][cH:28]2)[c:6](=[O:18])[n:7]([CH2:16][CH3:17])[n:8][c:9]1-[c:10]1[cH:11][cH:12][cH:13][cH:14][cH:15]1. Reactants: S(=O)(Cl)Cl (thionyl chloride), O (water), COC=1C=C(C=C2C1OCO2)CCO (2-(3-methoxy-4,5-methylenedioxyphenyl)ethyl alcohol), N1=CC=CC=C1 (pyridine). The solvent is C1(=CC=CC=C1)C (toluene), C1(=CC=CC=C1)C (toluene). Conditions: temperature 60 celsius. The product is COC=1C=C(C=C2C1OCO2)CCCl (2-(3-methoxy-4,5-methylenedioxyphenyl)ethyl chloride). Isolated yield 94.3%. RXN SMILES: [CH3:1][O:2][C:3]1[CH:4]=[C:5]([CH2:12][CH2:13]O)[CH:6]=[C:7]2[O:11][CH2:10][O:9][C:8]=12.N1C=CC=CC=1.S(Cl)([Cl:23])=O.O>C1(C)C=CC=CC=1>[CH3:1][O:2][C:3]1[CH:4]=[C:5]([CH2:12][CH2:13][Cl:23])[CH:6]=[C:7]2[O:11][CH2:10][O:9][C:8]=12. Reported procedure: 3.92 g (20 mmol) of 2-(3-methyoxy-4,5-methylenedioxyphenyl)ethyl alcohol (3) and 1.94 ml (24 mmol) of pyridine were dissolved in 40 ml of toluene, and to this mixture was added portionwise 1.74 ml (24 mmol) of thionyl chloride in 5 ml of toluene under cooling with water. The mixture was heated to 60° C. for 2 hours, then cooled and washed with 30 ml of water, 20 ml of water, 30 ml of a saturated sodium hydrocarbonate aqueous solution and 30 ml of a saturated saline solution successively in this ... The reactants are CCN(CC)S(F)(F)F, OC1(c2ccc3c(c2)CNC3)COC1, CC#N, C[N+](=O)[O-]. The product is FC1(c2ccc3c(c2)CNC3)COC1. Reaction SMILES: [CH2:15]([N:16]([S:17]([F:18])([F:19])[F:21])[CH2:20][CH3:22])[CH3:23].[CH2:1]1[NH:2][CH2:3][c:4]2[cH:5][c:6]([C:10]3([OH:14])[CH2:11][O:12][CH2:13]3)[cH:7][cH:8][c:9]21.[CH3:24][C:25]#[N:26].[N+:27]([CH3:28])([O-:29])=[O:30]>>[CH2:1]1[NH:2][CH2:3][c:4]2[cH:5][c:6]([C:10]3([F:21])[CH2:11][O:12][CH2:13]3)[cH:7][cH:8][c:9]21. Starting materials: CC(C)(C)[Si](C)(C)Cl, CCOCC, CN(C)C=O, Oc1ccc2[nH]ccc2c1, c1c[nH]cn1. The product is CC(C)(C)[Si](C)(C)Oc1ccc2[nH]ccc2c1. Reaction SMILES: [C:11]([CH3:12])([CH3:13])([CH3:14])[Si:15]([CH3:16])([CH3:17])[Cl:18].[CH3:24][CH2:25][O:26][CH2:27][CH3:28].[O:29]=[CH:30][N:31]([CH3:32])[CH3:33].[OH:1][c:2]1[cH:3][c:4]2[cH:5][cH:6][nH:7][c:8]2[cH:9][cH:10]1.[nH:19]1[cH:20][cH:21][n:22][cH:23]1>>[O:1]([c:2]1[cH:3][c:4]2[cH:5][cH:6][nH:7][c:8]2[cH:9][cH:10]1)[Si:15]([C:11]([CH3:12])([CH3:13])[CH3:14])([CH3:16])[CH3:17]. The reactants are NC=1SC2=C(N1)C=CC(=C2)SC#N (2-amino-1,3-benzothiazol-6-yl thiocyanate), ClC1=NN=C2N1N=C(C=C2)OCC (3-chloro-6-ethoxy[1,2,4]triazolo[4,3-b]pyridazine), C(C)O (ethanol), SCC(O)C(O)CS (DL-dithiothreitol). The reagents and catalysts are P(=O)(O)(O)[O-].[K+] (potassium dihydrogen phosphate). Solvent: O (water). Yields the product C(C)OC=1C=CC=2N(N1)C(=NN2)SC2=CC1=C(N=C(S1)N)C=C2 (6-[(6-ethoxy[1,2,4]triazolo[4,3-b]pyridazin-3-yl)sulphanyl]-1,3-benzothiazol-2-amine). Isolated yield 80.3%. Reaction SMILES: [NH2:1][C:2]1[S:3][C:4]2[CH:10]=[C:9]([S:11][C:12]#[N:13])[CH:8]=[CH:7][C:5]=2[N:6]=1.C(O)C.SCC(C(CS)O)O.ClC1N2[N:31]=[C:32]([O:35][CH2:36][CH3:37])[CH:33]=[CH:34][C:29]2=[N:28][N:27]=1>O.P([O-])(O)(O)=O.[K+]>[CH2:36]([O:35][C:32]1[CH:33]=[CH:34][C:29]2[N:13]([C:12]([S:11][C:9]3[CH:8]=[CH:7][C:5]4[N:6]=[C:2]([NH2:1])[S:3][C:4]=4[CH:10]=3)=[N:27][N:28]=2)[N:31]=1)[CH3:37] |f:5.6|. Procedure: The 6-[(6-ethoxy[1,2,4]triazolo[4,3-b]pyridazin-3-yl)sulphanyl]-1,3-benzothiazol-2-amine was prepared according to the method described in Example 17a, but using 587 mg of 2-amino-1,3-benzothiazol-6-yl thiocyanate (commercial), 20 cm3 of degassed ethanol, 13 mg of potassium dihydrogen phosphate in 0.2 cm3 of water, 1.31 g of DL-dithiothreitol and 562 mg of 3-chloro-6-ethoxy[1,2,4]triazolo[4,3-b]pyridazine. 783 mg of 6-[(6-ethoxy[1,2,4]triazolo[4,3-b]pyridazin-3-yl)sulphanyl]-1,3-benzothiazol-2-a...